This data is from the Open Reaction Database (ORD), a public repository of structured organic reaction records. The task is: describe an organic reaction: reactants, conditions, products, and yield The reactants are C[Si](C)(C)Cl (TMSCl), Cl (HCl), BrC=1C(=C(C=CC1)Br)Br (Tribromobenzene), [Li]CCCC (n-BuLi). Run in CCOCC (Et2O), CCOCC (Et2O). Reaction conditions: temperature -55 celsius, time 35 minute. The product is BrC=1C=C(C=C(C1)Br)[Si](C)(C)C (3,5-Dibromo-trimethylsilyl-benzene). Reaction SMILES: [Br:1][C:2]1[C:3](Br)=[C:4]([Br:8])[CH:5]=[CH:6][CH:7]=1.[Li]CCCC.[CH3:15][Si:16](Cl)([CH3:18])[CH3:17].Cl>CCOCC>[Br:1][C:2]1[CH:7]=[C:6]([Si:16]([CH3:18])([CH3:17])[CH3:15])[CH:5]=[C:4]([Br:8])[CH:3]=1. Procedure details: 42.4 g of Tribromobenzene (134.6 mmol) was dissolved in 600 mL Et2O. The solution was chilled to −55° C., at which temperature starting material precipitated. 54 mL of n-BuLi (2.5 M in hexanes, 135 mmol) were added within 20 minutes. After stirring for 35 minutes at −52° C., 20 ml TMSCl (158 mmol) and 20 mL Et2O were added within 7 minutes. The suspension turned into a solution at −42° C., and a fine precipitate appeared at −30° C. The suspension was stirred overnight at room temperature. 100 mL... Starting materials: CC=1NC=CN1 (2-methylimidazole), BrC=1C=C(C#N)C=CC1 (3-bromobenzo-nitrile), C(=O)([O-])[O-].[K+].[K+] (K2CO3), CuO, Cu, CuBr. Solvent: N1=CC=CC=C1 (pyridine). Product: CC=1N(C=CN1)C=1C=C(C#N)C=CC1 (3-(2-methylimidazol-1-yl)benzonitrile). The yield is 23.5%. As a reaction SMILES: [CH3:1][C:2]1[NH:3][CH:4]=[CH:5][N:6]=1.Br[C:8]1[CH:9]=[C:10]([CH:13]=[CH:14][CH:15]=1)[C:11]#[N:12].C([O-])([O-])=O.[K+].[K+]>N1C=CC=CC=1>[CH3:1][C:2]1[N:3]([C:8]2[CH:9]=[C:10]([CH:13]=[CH:14][CH:15]=2)[C:11]#[N:12])[CH:4]=[CH:5][N:6]=1 |f:2.3.4|. Reported procedure: To a stirred solution of 2-methylimidazole (25 g, 0.3 mol) and 3-bromobenzo-nitrile (55 g, 0.3 mol) in pyridine (60 mL) was added K2CO3 (42 g), CuO (1.5 g), Cu powder (1.5 g) and CuBr (1.5 g) under a nitrogen atmosphere. The resulting mixture was heated at reflux temperature for 64 hr. The reaction mixture was filtered through a pad of celite and the filtrate was concentrated in vacuo. The residue was purified by column chromatography on silica gel eluting with dichloromethane-methanol (10:1) to...